This data is from the Open Reaction Database (ORD), a public repository of structured organic reaction records. The task is: describe an organic reaction: reactants, conditions, products, and yield Reactants: OC1=CC=C2C(=C(C(C2=C1)=O)C=1C=NC=CC1)C1=CC=CC=C1 (6-Hydroxy-3-phenyl-2-(pyridin-3-yl)-1H-inden-1-one), BrC=1C(C2=CC(=CC=C2C1C1=CC=CC=C1)O)=O (2-bromo-6-hydroxy-3-phenyl-1H-inden-1-one), OCCN1CCN(CC1)C(=O)OC(C)(C)C (t-butyl 4-(2-hydroxyethyl)piperazine-1-carboxylate). Reaction SMILES: [OH:1][C:2]1[CH:10]=[C:9]2[C:5]([C:6]([C:18]3[CH:23]=[CH:22][CH:21]=[CH:20][CH:19]=3)=[C:7]([C:12]3[CH:13]=[N:14][CH:15]=[CH:16][CH:17]=3)[C:8]2=[O:11])=[CH:4][CH:3]=1.BrC1C(=O)C2C(C=1C1C=CC=CC=1)=CC=C(O)C=2.O[CH2:43][CH2:44][N:45]1[CH2:50][CH2:49][N:48]([C:51]([O:53][C:54]([CH3:57])([CH3:56])[CH3:55])=[O:52])[CH2:47][CH2:46]1>>[O:11]=[C:8]1[C:9]2[C:5](=[CH:4][CH:3]=[C:2]([O:1][CH2:43][CH2:44][N:45]3[CH2:50][CH2:49][N:48]([C:51]([O:53][C:54]([CH3:55])([CH3:57])[CH3:56])=[O:52])[CH2:47][CH2:46]3)[CH:10]=2)[C:6]([C:18]2[CH:19]=[CH:20][CH:21]=[CH:22][CH:23]=2)=[C:7]1[C:12]1[CH:13]=[N:14][CH:15]=[CH:16][CH:17]=1. Isolated yield 51.0%. Yields the product O=C1C(=C(C2=CC=C(C=C12)OCCN1CCN(CC1)C(=O)OC(C)(C)C)C1=CC=CC=C1)C=1C=NC=CC1 (tert-Butyl 4-(2-(1-oxo-3-phenyl-2-(pyridin-3-yl)-1H-inden-6-yloxy)ethyl)piperazine-1-carboxylate). Procedure: The procedure of Step 6 of Example 1 was repeated except for using 6-hydroxy-3-phenyl-2-(pyridin-3-yl)-1H-inden-1-one obtained in Step 1 as a starting material instead of 2-bromo-6-hydroxy-3-phenyl-1H-inden-1-one, t-butyl 4-(2-hydroxyethyl)piperazine-1-carboxylate instead of 4-(2-hydroxyethyl)morpholine, being stirred for 19 h, and being recrystallized with EtOAc to give the title compound (51%). Run at time 19 hour. As a reaction SMILES: [C:1]([CH3:2])([CH3:3])([CH3:4])[n:5]1[n:6][c:7](-[c:15]2[c:16]([CH3:21])[cH:17][cH:18][cH:19][cH:20]2)[c:8]2[c:9]1[n:10][cH:11][n:12][c:13]2[NH2:14].[CH:22]([OH:23])=[O:24].[ClH:25]>>[nH:5]1[n:6][c:7](-[c:15]2[c:16]([CH3:21])[cH:17][cH:18][cH:19][cH:20]2)[c:8]2[c:9]1[n:10][cH:11][n:12][c:13]2[NH2:14]. Reactants: Cc1ccccc1-c1nn(C(C)(C)C)c2ncnc(N)c12, O=CO, Cl. Product: Cc1ccccc1-c1n[nH]c2ncnc(N)c12. Product: C(C1=CC=CC=C1)N1CCC(CC1)CCOC1=CC=C(C=C1)C1=NC2=C(N1)C=CC(=C2)C(=O)N (2-{4-[2-(1-Benzyl-piperidin-4-yl)-ethoxy]-phenyl}-1H-benzoimidazole-5-carboxylic acid amide). Reactants: C1(=CC=C(C=C1)C=O)C (p-tolualdehyde), N1CCC(CC1)CCOC1=CC=C(C=C1)C1=NC2=C(N1)C=CC(=C2)C(=O)N (2-[4-(2-piperidin-4-yl-ethoxy)-phenyl]-1H-benzoimidazole-5-carboxylic acid amide), N1C(CCCC1)CCOC1=CC=C(C=C1)C1=NC2=C(N1)C=CC(=C2)C(=O)N (2-[4-(2-piperidin-2-yl-ethoxy)-phenyl]-1H-benzoimidazole-5-carboxylic acid amide). Reported procedure: This compound was prepared using the methods outlined in Example 27, substituting benzaldehyde for p-tolualdehyde and 2-[4-(2-piperidin-4-yl-ethoxy)-phenyl]-1H-benzoimidazole-5-carboxylic acid amide for 2-[4-(2-piperidin-2-yl-ethoxy)-phenyl]-1H-benzoimidazole-5-carboxylic acid amide. HPLC (Method C): Rt=4.41. MS (ESI+): mass calcd. for C28H30N4O2, 454.24; m/z found, 455.4 [M+H]+. 1H NMR (500 MHz, CD3OD): 8.15 (s, 1H), 8.00 (d, J=8.9 Hz, 2H), 7.91 (d, J=8.5 Hz, 1H), 7.67 (d, J=8.7 Hz, 1H), 7.40 (... RXN SMILES: [C:1]1([CH3:9])[CH:6]=[CH:5][C:4](C=O)=[CH:3][CH:2]=1.[NH:10]1[CH2:15][CH2:14][CH:13]([CH2:16][CH2:17][O:18][C:19]2[CH:24]=[CH:23][C:22]([C:25]3[NH:29][C:28]4[CH:30]=[CH:31][C:32]([C:34]([NH2:36])=[O:35])=[CH:33][C:27]=4[N:26]=3)=[CH:21][CH:20]=2)[CH2:12][CH2:11]1.N1CCCCC1CCOC1C=CC(C2NC3C=CC(C(N)=O)=CC=3N=2)=CC=1>>[CH2:9]([N:10]1[CH2:15][CH2:14][CH:13]([CH2:16][CH2:17][O:18][C:19]2[CH:20]=[CH:21][C:22]([C:25]3[NH:29][C:28]4[CH:30]=[CH:31][C:32]([C:34]([NH2:36])=[O:35])=[CH:33][C:27]=4[N:26]=3)=[CH:23][CH:24]=2)[CH2:12][CH2:11]1)[C:1]1[CH:6]=[CH:5][CH:4]=[CH:3][CH:2]=1.